From a dataset of the Open Reaction Database (ORD), a public repository of structured organic reaction records. describe an organic reaction: reactants, conditions, products, and yield Reactants: Intermediate 19, FC1=C(C(=CC=C1C)F)O (2,6-difluoro-3-methyl-phenol), COC(C(CC1CCCC1)Br)=O (2-bromo-3-cyclopentyl-propionic acid methyl ester), ClC=1C(N(N=CC1Cl)C1OCCCC1)=O (4,5-dichloro-2-(tetrahydropyran-2-yl)-2H-pyridazin-3-one), ClC=1C(N(N=CC1Cl)C1OCCCC1)=O (4,5-dichloro-2-(tetrahydropyran-2-yl)-2H-pyridazin-3-one), COC(C(CC1CCCC1)Br)=O (2-bromo-3-cyclopentyl-propionic acid methyl ester). The product is C1(CCCC1)CC(C(=O)O)N1N=CC(=CC1=O)OC1=C(C(=CC=C1F)C)F (3-cyclopentyl-2-[4-(2,6-difluoro-3-methyl-phenoxy)-6-oxo-6H-pyridazin-1-yl]-propionic acid). Reaction SMILES: Cl[C:2]1[C:3](=[O:15])[N:4](C2CCCCO2)[N:5]=[CH:6][C:7]=1Cl.[F:16][C:17]1[C:22]([CH3:23])=[CH:21][CH:20]=[C:19]([F:24])[C:18]=1[OH:25].C[O:27][C:28](=[O:37])[CH:29](Br)[CH2:30][CH:31]1[CH2:35][CH2:34][CH2:33][CH2:32]1>>[CH:31]1([CH2:30][CH:29]([N:4]2[C:3](=[O:15])[CH:2]=[C:7]([O:25][C:18]3[C:19]([F:24])=[CH:20][CH:21]=[C:22]([CH3:23])[C:17]=3[F:16])[CH:6]=[N:5]2)[C:28]([OH:27])=[O:37])[CH2:35][CH2:34][CH2:33][CH2:32]1. Reported procedure: In an analogous manner to the stepwise sequence outlined in Intermediate 19, starting from 4,5-dichloro-2-(tetrahydropyran-2-yl)-2H-pyridazin-3-one (Intermediate 20) and 2,6-difluoro-3-methyl-phenol and alkylating with 2-bromo-3-cyclopentyl-propionic acid methyl ester (Intermediate 10) afforded impure 3-cyclopentyl-2-[4-(2,6-difluoro-3-methyl-phenoxy)-6-oxo-6H-pyridazin-1-yl]-propionic acid as an oily light brown semi-solid (716.0 mg, 87% for the final step) and was used in Example 107. Reactants: CCOC(=O)c1sc2ccncc2c1Nc1ccc(I)cc1F, C1CCOC1, CCN=C=NCCCN(C)C, CCO, C=COCCON, CCN(C(C)C)C(C)C, [Na+], [OH-], On1nnc2ccccc21. The product is C=COCCONC(=O)c1sc2ccncc2c1Nc1ccc(I)cc1F. Reaction SMILES: [CH2:1]([O:2][C:4](=[O:5])[c:6]1[c:7]([NH:15][c:16]2[c:17]([F:23])[cH:18][c:19]([I:22])[cH:20][cH:21]2)[c:8]2[cH:9][n:10][cH:11][cH:12][c:13]2[s:14]1)[CH3:3].[CH2:63]1[O:64][CH2:65][CH2:66][CH2:67]1.[CH3:33][CH2:34][N:35]=[C:36]=[N:37][CH2:38][CH2:39][CH2:40][N:41]([CH3:42])[CH3:43].[CH3:68][CH2:69][OH:70].[CH:26](=[CH2:27])[O:28][CH2:29][CH2:30][O:31][NH2:32].[CH:54]([N:55]([CH2:56][CH3:57])[CH:58]([CH3:59])[CH3:60])([CH3:61])[CH3:62].[Na+:25].[OH-:24].[OH:44][n:45]1[c:46]2[c:47]([cH:48][cH:49][cH:50][cH:51]2)[n:52][n:53]1>>[C:4](=[O:5])([c:6]1[c:7]([NH:15][c:16]2[c:17]([F:23])[cH:18][c:19]([I:22])[cH:20][cH:21]2)[c:8]2[cH:9][n:10][cH:11][cH:12][c:13]2[s:14]1)[NH:32][O:31][CH2:30][CH2:29][O:28][CH:26]=[CH2:27].